Dataset: the Open Reaction Database (ORD), a public repository of structured organic reaction records. Task: describe an organic reaction: reactants, conditions, products, and yield The reactants are CC=1NC=2CCCC(C2C(C1C(=O)O)C1=CC(=CC=C1)[N+](=O)[O-])=O (2-Methyl-4-(3-nitrophenyl) -5-oxo-1,4,5, 6,7,8-hexa-hydro-3-quinolinecarboxylic acid), CC=1NC=2CCCC(C2C(C1C(=O)OCCC#N)C1=CC(=CC=C1)[N+](=O)[O-])=O (2-cyanoethyl 2-methyl-4-(3-nitrophenyl)-5-oxo-1,4,5,6,7,8-hexahydro-3-quinolinecarboxylate), [OH-].[Na+] (sodium hydroxide). Run in O (water), COCCOC (ethylene glycol dimethyl ether). Run at time 20 hour. The product is CC=1NC=2CCCC(C2C(C1)C1=CC(=CC=C1)[N+](=O)[O-])=O (2-Methyl-4-(3-nitrophenyl)-4,6,7,8-tetrahydro-5(1H)-quinolone). Reaction SMILES: [CH3:1][C:2]1[NH:3][C:4]2[CH2:5][CH2:6][CH2:7][C:8](=[O:24])[C:9]=2[CH:10]([C:15]2[CH:20]=[CH:19][CH:18]=[C:17]([N+:21]([O-:23])=[O:22])[CH:16]=2)[C:11]=1C(O)=O.CC1NC2CCCC(=O)C=2C(C2C=CC=C([N+]([O-])=O)C=2)C=1C(OCCC#N)=O.[OH-].[Na+]>COCCOC.O>[CH3:1][C:2]1[NH:3][C:4]2[CH2:5][CH2:6][CH2:7][C:8](=[O:24])[C:9]=2[CH:10]([C:15]2[CH:20]=[CH:19][CH:18]=[C:17]([N+:21]([O-:23])=[O:22])[CH:16]=2)[CH:11]=1 |f:2.3|. Reported procedure: 2-Methyl-4-(3-nitrophenyl) -5-oxo-1,4,5, 6,7,8-hexa-hydro-3-quinolinecarboxylic acid. To a suspension of 2-cyanoethyl 2-methyl-4-(3-nitrophenyl)-5-oxo-1,4,5,6,7,8-hexahydro-3-quinolinecarboxylate (0.47 g) in ethylene glycol dimethyl ether (2 mL) was added 1N sodium hydroxide (4 mL). The mixture was stirred for 20 h, during which time all of the solid went into solution. The mixture was diluted with water, washed with ethyl acetate, and acidified by addition of concentrated hydrochloric acid. The... Starting materials: [Br-], Cc1ccnc(C#N)c1, CC[Mg+], [Cl-], [NH4+], C1CCOC1. Yields the product CCC(=O)c1cc(C)ccn1. Reaction SMILES: [Br-:10].[C:1](#[N:2])[c:3]1[n:4][cH:5][cH:6][c:7]([CH3:9])[cH:8]1.[CH2:11]([CH3:12])[Mg+:13].[Cl-:14].[NH4+:15].[O:16]1[CH2:17][CH2:18][CH2:19][CH2:20]1>>[C:1]([c:3]1[n:4][cH:5][cH:6][c:7]([CH3:9])[cH:8]1)([CH2:11][CH3:12])=[O:16]. Procedure: 4.8 g of 1'-benzyloxy-8'-methyl-2'-acetonaphthone was dissolved in 200 ml of tetrahydrofuran and cooled down to -78° C. At the temperature, 28 ml of a tetrahydrofuran solution of 1M methylmagnesium bromide was added, followed by returning to room temperature. It was agitated at room temperature for 72 hours and was further reacted at 80° C. for 2 hours. The reaction solution was cooled down to 0° C., to which a saturated ammonium chloride aqueous solution was added portion by portion, followed b... The reactants are C[Mg]Br (methylmagnesium bromide), C(C1=CC=CC=C1)OC1=C(C=CC2=CC=CC(=C12)C)C(C)=O (1'-benzyloxy-8'-methyl-2'-acetonaphthone), [Cl-].[NH4+] (ammonium chloride). Conditions: temperature -78 celsius, time 72 hour. Solvent: O1CCCC1 (tetrahydrofuran), O1CCCC1 (tetrahydrofuran). Product: C(C1=CC=CC=C1)OC1=C(C=CC2=CC=CC(=C12)C)C(C)(O)C (1-(1-benzyloxy-8-methyl-2-naphthyl)-1-methyl-1-ethanol). Reaction SMILES: [CH2:1]([O:8][C:9]1[C:18]2[C:13](=[CH:14][CH:15]=[CH:16][C:17]=2[CH3:19])[CH:12]=[CH:11][C:10]=1[C:20](=[O:22])[CH3:21])[C:2]1[CH:7]=[CH:6][CH:5]=[CH:4][CH:3]=1.[CH3:23][Mg]Br.[Cl-].[NH4+]>O1CCCC1>[CH2:1]([O:8][C:9]1[C:18]2[C:13](=[CH:14][CH:15]=[CH:16][C:17]=2[CH3:19])[CH:12]=[CH:11][C:10]=1[C:20]([CH3:23])([OH:22])[CH3:21])[C:2]1[CH:3]=[CH:4][CH:5]=[CH:6][CH:7]=1 |f:2.3|. Starting materials: OC1=CC=NN1C1=NC=CC(=C1)C(=O)OC (methyl 2-(5-hydroxypyrazol-1-yl)pyridine-4-carboxylate), C(#N)C=1C=C(C=CC1)CO ((3-cyanophenyl)methanol). The product is C(#N)C=1C=C(C=CC1)COC1=CC=NN1C1=NC=CC(=C1)C(=O)OC (methyl 2-[5-[(3-cyanophenyl)methoxy]pyrazol-1-yl]pyridine-4-carboxylate). Reaction SMILES: [OH:1][C:2]1[N:6]([C:7]2[CH:12]=[C:11]([C:13]([O:15][CH3:16])=[O:14])[CH:10]=[CH:9][N:8]=2)[N:5]=[CH:4][CH:3]=1.[C:17]([C:19]1[CH:20]=[C:21]([CH2:25]O)[CH:22]=[CH:23][CH:24]=1)#[N:18]>>[C:17]([C:19]1[CH:20]=[C:21]([CH2:25][O:1][C:2]2[N:6]([C:7]3[CH:12]=[C:11]([C:13]([O:15][CH3:16])=[O:14])[CH:10]=[CH:9][N:8]=3)[N:5]=[CH:4][CH:3]=2)[CH:22]=[CH:23][CH:24]=1)#[N:18]. Reported procedure: The title compound was prepared from methyl 2-(5-hydroxypyrazol-1-yl)pyridine-4-carboxylate (PREPARATION 6) and (3-cyanophenyl)methanol according to the procedure for the preparation of Example 39, part C. [M+H] Calc'd for C18H14N4O3, 335. Found, 335. The reactants are ClC1=CC(=C(CN2N=CC3=CC(=CC=C23)C=C2C(N=C(S2)SCC)=O)C=C1)C(F)(F)F (5-[1-(4-Chloro-2-trifluoromethyl-benzyl)-1H-indazol-5-ylmethylene]-2-ethylsulfanyl-thiazol-4-one), C(C)(C)(C)OC(=O)N1C(CNCC1)CO (2-Hydroxymethyl-piperazine-1-carboxylic acid tert-butyl ester). Yields the product C(C)(C)(C)OC(=O)N1[C@H](CN(CC1)C=1SC(C(N1)=O)=CC=1C=C2C=NN(C2=CC1)CC1=C(C=C(C=C1)Cl)C(F)(F)F)CO (4-{5-[1-(4-Chloro-2-trifluoromethyl-benzyl)-1H-indazol-5-ylmethylene]-4-oxo-4,5-dihydro-thiazol-2-yl}-2-(R)-hydroxymethyl-piperazine-1-carboxylic acid tert-butyl ester). As a reaction SMILES: [Cl:1][C:2]1[CH:27]=[CH:26][C:5]([CH2:6][N:7]2[C:15]3[C:10](=[CH:11][C:12]([CH:16]=[C:17]4[S:21][C:20](SCC)=[N:19][C:18]4=[O:25])=[CH:13][CH:14]=3)[CH:9]=[N:8]2)=[C:4]([C:28]([F:31])([F:30])[F:29])[CH:3]=1.[C:32]([O:36][C:37]([N:39]1[CH2:44][CH2:43][NH:42][CH2:41][CH:40]1[CH2:45][OH:46])=[O:38])([CH3:35])([CH3:34])[CH3:33]>>[C:32]([O:36][C:37]([N:39]1[CH2:44][CH2:43][N:42]([C:20]2[S:21][C:17](=[CH:16][C:12]3[CH:11]=[C:10]4[C:15](=[CH:14][CH:13]=3)[N:7]([CH2:6][C:5]3[CH:26]=[CH:27][C:2]([Cl:1])=[CH:3][C:4]=3[C:28]([F:29])([F:31])[F:30])[N:8]=[CH:9]4)[C:18](=[O:25])[N:19]=2)[CH2:41][C@@H:40]1[CH2:45][OH:46])=[O:38])([CH3:35])([CH3:34])[CH3:33]. Procedure: 4-{5-[1-(4-Chloro-2-trifluoromethyl-benzyl)-1H-indazol-5-ylmethylene]-4-oxo-4,5-dihydro-thiazol-2-yl}-2-(R)-hydroxymethyl-piperazine-1-carboxylic acid tert-butyl ester was prepared from 5-[1-(4-Chloro-2-trifluoromethyl-benzyl)-1H-indazol-5-ylmethylene]-2-ethylsulfanyl-thiazol-4-one and 2-Hydroxymethyl-piperazine-1-carboxylic acid tert-butyl ester following General Procedure B. Starting materials: ClC1=C(C=CC=C1)[N+](=O)[O-] (2-chloronitrobenzene), C([O-])([O-])=O.[K+].[K+] (potassium carbonate). The reagents and catalysts are [Cu]I (copper (I) iodide). The solvent is C1(CCCCC1)N (cyclohexylamine). Product: C1(CCCCC1)NC1=C(C=CC=C1)[N+](=O)[O-] (Cyclohexyl-(2-nitro-phenyl)-amine). Isolated yield 164.1%. As a reaction SMILES: Cl[C:2]1[CH:7]=[CH:6][CH:5]=[CH:4][C:3]=1[N+:8]([O-:10])=[O:9].C(=O)([O-])[O-].[K+].[K+]>C1(N)CCCCC1.[Cu]I>[CH:3]1([NH:8][C:2]2[CH:7]=[CH:6][CH:5]=[CH:4][C:3]=2[N+:8]([O-:10])=[O:9])[CH2:4][CH2:5][CH2:6][CH2:7][CH2:2]1 |f:1.2.3|. Procedure: A mixture of 2-chloronitrobenzene (20 g), potassium carbonate (35 g) and copper (I) iodide (1.21 g)in cyclohexylamine (43.6 ml) was heated at 150° under nitrogen for 18 h. The mixture was allowed to cool to room temperature and was adsorbed onto silica. This was chromatographed with hexane-EA (98:2) as eluent to give the title compound (22.94 g) as an orange solid. RXN SMILES: [C:1]([CH3:2])(=[O:3])[NH:4][c:5]1[c:6]2[n:7][c:8]([O:19][CH3:20])[c:9]([O:17][CH3:18])[n:10][c:11]2[cH:12][c:13]([Cl:16])[c:14]1[Cl:15].[CH3:21][O:22][c:23]1[cH:24][cH:25][c:26]([P:27]2(=[S:28])[S:29][P:31](=[S:32])([c:33]3[cH:34][cH:35][c:36]([O:37][CH3:38])[cH:39][cH:40]3)[S:30]2)[cH:41][cH:42]1.[CH3:43][c:44]1[cH:45][cH:46][cH:47][cH:48][cH:49]1>>[C:1]([CH3:2])([NH:4][c:5]1[c:6]2[n:7][c:8]([O:19][CH3:20])[c:9]([O:17][CH3:18])[n:10][c:11]2[cH:12][c:13]([Cl:16])[c:14]1[Cl:15])=[S:30]. Product: COc1nc2cc(Cl)c(Cl)c(NC(C)=S)c2nc1OC. The reactants are COc1nc2cc(Cl)c(Cl)c(NC(C)=O)c2nc1OC, COc1ccc(P2(=S)SP(=S)(c3ccc(OC)cc3)S2)cc1, Cc1ccccc1. The reactants are ice water, ClC1=CC=CC=2C3=C(C(CCC21)=O)C=CC=C3 (8-chloro-6,7-dihydro-5H-dibenzo[a,c]cycloheptene-5-one), O.NN (hydrazine hydrate), [OH-].[K+] (potassium hydroxide). Solvent: C(CO)O (ethylene glycol). Product: ClC1=CC=CC2=C1CCCC1=C2C=CC=C1 (4-chloro-6,7-dihydro-5H-dibenzo[a,c]cycloheptene). Reaction SMILES: [Cl:1][C:2]1[C:12]2[CH2:11][CH2:10][C:9](=O)[C:8]3[CH:14]=[CH:15][CH:16]=[CH:17][C:7]=3[C:6]=2[CH:5]=[CH:4][CH:3]=1.O.NN.[OH-].[K+]>C(O)CO>[Cl:1][C:2]1[C:12]2[CH2:11][CH2:10][CH2:9][C:8]3[CH:14]=[CH:15][CH:16]=[CH:17][C:7]=3[C:6]=2[CH:5]=[CH:4][CH:3]=1 |f:1.2,3.4|. Procedure details: Under a dry nitrogen atmosphere a stirred mixture of 8-chloro-6,7-dihydro-5H-dibenzo[a,c]cycloheptene-5-one (2.6 grams, 0.011 mole), 85% hydrazine hydrate (5 ml, 0.1 mole), potassium hydroxide (4 grams, 0.071 mole) and ethylene glycol (30 ml) was heated at reflux for 1.5 hours. Sufficient volatiles were removed by distillation to increase the pot temperature to 200° while maintaining reflux. The two-phase reaction mixture was refluxed at that temperature for three hours. The mixture was cooled, ... Reactants: Clc1ccnc2cc(I)sc12, ClCCl, [K+], [K+], O=[N+]([O-])c1ccc(O)c(F)c1, O=C([O-])[O-]. Product: O=[N+]([O-])c1ccc(Oc2ccnc3cc(I)sc23)c(F)c1. Reaction SMILES: [Cl:1][c:2]1[c:3]2[c:4]([n:5][cH:6][cH:7]1)[cH:8][c:9]([I:11])[s:10]2.[Cl:29][CH2:30][Cl:31].[K+:23].[K+:24].[N+:12](=[O:13])([O-:14])[c:15]1[cH:16][c:17]([F:22])[c:18]([OH:21])[cH:19][cH:20]1.[O-:25][C:26]([O-:27])=[O:28]>>[c:2]1([O:21][c:18]2[c:17]([F:22])[cH:16][c:15]([N+:12](=[O:13])[O-:14])[cH:20][cH:19]2)[c:3]2[c:4]([n:5][cH:6][cH:7]1)[cH:8][c:9]([I:11])[s:10]2. The reactants are aqueous solution, Cl (hydrochloric acid), O[C@H]1[C@H](O)[C@@H](O)[C@H](O[C@H]2[C@H](O)[C@@H](O)[C@@H](O)[C@H](O2)CO)[C@H](O1)CO (β-lactose), P(=O)([O-])([O-])[O-] (phosphate), resulting solution, aqueous solution, C(CC(O)(C(=O)O)CC(=O)O)(=O)O (citric acid). Run in O (water). Product: OC1[C@H](O)[C@@H](O)[C@H](O[C@H]2[C@H](O)[C@@H](O)[C@@H](O)[C@H](O2)CO)[C@H](O1)CO (lactose). Reaction SMILES: Cl.[OH:2][C@@H:3]1[O:22][C@H:21]([CH2:23][OH:24])[C@@H:8]([O:9][C@@H:10]2[O:18][C@H:17]([CH2:19][OH:20])[C@H:15]([OH:16])[C@H:13]([OH:14])[C@H:11]2[OH:12])[C@H:6]([OH:7])[C@H:4]1[OH:5].P([O-])([O-])([O-])=O.C(O)(=O)CC(CC(O)=O)(C(O)=O)O>O>[OH:2][CH:3]1[O:22][C@H:21]([CH2:23][OH:24])[C@@H:8]([O:9][C@@H:10]2[O:18][C@H:17]([CH2:19][OH:20])[C@H:15]([OH:16])[C@H:13]([OH:14])[C@H:11]2[OH:12])[C@H:6]([OH:7])[C@H:4]1[OH:5]. Reported procedure: A solution of 0.2 mg of bovine pancreatic insulin (Wako Pure Chemical Industries, Itd.) in 1 mL of a 2 mmol/L aqueous solution of hydrochloric acid, a solution of 320 mg of anhydrous β-lactose (Nacalai Tesque, Inc.) in 2 mL of distilled water, and 1 mL of a 200 mmol/L phosphate buffer (pH 8.4) were mixed in a test tube. The mixture was subjected to reaction at 40° C. for 24 hours. To 3 mL of the resulting solution was added 0.5 mL of a 50 mmol/L aqueous solution of citric acid to adjust the pH t...